describe an organic reaction: reactants, conditions, products, and yield From a dataset of the Open Reaction Database (ORD), a public repository of structured organic reaction records. Reactants: S(O)(O)(=O)=O (sulfuric acid), [N+](=O)([O-])C1=C(C=C(C=C1)CC(=O)O)OCC(F)(F)F (2-(4-nitro-3-(2,2,2-trifluoro-ethoxy)phenyl)acetic acid), CO (MeOH). Reaction conditions: time 8 hour. Product: COC(CC1=CC(=C(C=C1)[N+](=O)[O-])OCC(F)(F)F)=O ([4-Nitro-3-(2,2,2-trifluoro-ethoxy)-phenyl]acetic acid methyl ester). As a reaction SMILES: S(=O)(=O)(O)O.[N+:6]([C:9]1[CH:14]=[CH:13][C:12]([CH2:15][C:16]([OH:18])=[O:17])=[CH:11][C:10]=1[O:19][CH2:20][C:21]([F:24])([F:23])[F:22])([O-:8])=[O:7].[CH3:25]O>>[CH3:25][O:17][C:16](=[O:18])[CH2:15][C:12]1[CH:13]=[CH:14][C:9]([N+:6]([O-:8])=[O:7])=[C:10]([O:19][CH2:20][C:21]([F:22])([F:23])[F:24])[CH:11]=1. Reported procedure: Concentrated sulfuric acid (50 mL) was added slowly to a solution of 2-(4-nitro-3-(2,2,2-trifluoro-ethoxy)phenyl)acetic acid (180 g, 0.64 mol) in MeOH (500 mL). The reaction mixture was stirred at room temperature overnight. The methanol was evaporated and EtOAc (500 mL) was added. The solution was washed with water (2×200 mL) and brine and dried over MgSO4. The solvent was evaporated, the solid residue was stirred with heptane (200 mL), and the solid was filtered. Yield 182.2 g (96%). 1H NMR (3...